This data is from the Open Reaction Database (ORD), a public repository of structured organic reaction records. The task is: describe an organic reaction: reactants, conditions, products, and yield Starting materials: [Al+3], C1CCOC1, [H-], [H-], [H-], [H-], [Li+], COC(=O)c1ccc(-c2nc3sccn3c2-c2ccccc2)cc1. Product: OCc1ccc(-c2nc3sccn3c2-c2ccccc2)cc1. RXN SMILES: [Al+3:26].[CH2:31]1[O:32][CH2:33][CH2:34][CH2:35]1.[H-:25].[H-:28].[H-:29].[H-:30].[Li+:27].[c:1]1(-[c:7]2[c:8](-[c:15]3[cH:16][cH:17][c:18]([C:19](=[O:20])[O:21][CH3:22])[cH:23][cH:24]3)[n:9][c:10]3[s:11][cH:12][cH:13][n:14]23)[cH:2][cH:3][cH:4][cH:5][cH:6]1>>[c:1]1(-[c:7]2[c:8](-[c:15]3[cH:16][cH:17][c:18]([CH2:19][OH:20])[cH:23][cH:24]3)[n:9][c:10]3[s:11][cH:12][cH:13][n:14]23)[cH:2][cH:3][cH:4][cH:5][cH:6]1. The reactants are BrCCOCCOC (1-bromo-2-(2-methoxyethoxy)ethane), C(C#C)O (propargyl alcohol), [H-].[Na+] (sodium hydride). Reaction SMILES: [H-].[Na+].[CH2:3]([OH:6])[C:4]#[CH:5].Br[CH2:8][CH2:9][O:10][CH2:11][CH2:12][O:13][CH3:14]>C1COCC1.O>[CH3:14][O:13][CH2:12][CH2:11][O:10][CH2:9][CH2:8][O:6][CH2:3][C:4]#[CH:5] |f:0.1|. Solvent: C1CCOC1 (THF), C1CCOC1 (THF), O (water). Reaction conditions: temperature 5 celsius, time 30 minute. Yield: 3.0%. Product: COCCOCCOCC#C (3-(2-(2-Methoxyethoxy)ethoxy)prop-1-yne). Procedure details: To a stirred suspension of sodium hydride (3.12 g, 78.0 mmol) in THF (100 mL) cooled to 5° C. in an ice-bath was added a solution of propargyl alcohol (4.60 g, 78.0 mmol) in THF (20 mL) drop-wise. The mixture was stirred at 5° C. for 30 min and was then allowed to warm to RT and treated dropwise with 1-bromo-2-(2-methoxyethoxy)ethane (7.00 mL, 52.0 mmol). The reaction mixture was stirred at RT for 16 hr and was then, diluted with water (100 mL) and extracted with diethyl ether (2×100 mL). The co... Solvent: C(Cl)Cl (methylene chloride). Starting materials: C(CCCC)(=O)NC(CC(=O)OCC)C(=O)C=1OC=CC1 (ethyl 3-pentanoylamino-3-(2-furylcarbonyl)propionate), O=P12OP3(=O)OP(=O)(O1)OP(=O)(O2)O3 (phosphorus pentoxide). Yield: 85.2%. The product is C(CCC)C=1OC(=C(N1)CC(=O)OCC)C=1OC=CC1 (ethyl 2-[2-n-butyl-5-(2-furyl)-4-oxazolyl]acetate). Procedure: To a solution of 5.0 g of ethyl 3-pentanoylamino-3-(2-furylcarbonyl)propionate in 50 ml of methylene chloride is added a mixture of 10 g of phosphorus pentoxide and 10 g of diatomaceous earth. The mixture is refluxed for 6 hours under stirring. After the reaction is completed, the mixture is treated in the same manner as described in Example 2. 4.0 g of ethyl 2-[2-n-butyl-5-(2-furyl)-4-oxazolyl]acetate are thereby obtained as an oil. Yield: 85.1% As a reaction SMILES: [C:1]([NH:7][CH:8]([C:15]([C:17]1[O:18][CH:19]=[CH:20][CH:21]=1)=[O:16])[CH2:9][C:10]([O:12][CH2:13][CH3:14])=[O:11])(=O)[CH2:2][CH2:3][CH2:4][CH3:5].O=P12OP3(OP(OP(O3)(O1)=O)(=O)O2)=O>C(Cl)Cl>[CH2:2]([C:1]1[O:16][C:15]([C:17]2[O:18][CH:19]=[CH:20][CH:21]=2)=[C:8]([CH2:9][C:10]([O:12][CH2:13][CH3:14])=[O:11])[N:7]=1)[CH2:3][CH2:4][CH3:5]. The reactants are CCO, [Na+], [OH-], CC(=O)Nc1ccc2c(C(=O)c3ccc(OCCN4CCCCC4)cc3)c(-c3ccc(O)cc3)sc2c1. Yields the product Nc1ccc2c(C(=O)c3ccc(OCCN4CCCCC4)cc3)c(-c3ccc(O)cc3)sc2c1. As a reaction SMILES: [CH3:40][CH2:41][OH:42].[Na+:39].[OH-:38].[OH:1][c:2]1[cH:3][cH:4][c:5](-[c:8]2[c:9]([C:21]([c:22]3[cH:23][cH:24][c:25]([O:28][CH2:29][CH2:30][N:31]4[CH2:32][CH2:33][CH2:34][CH2:35][CH2:36]4)[cH:26][cH:27]3)=[O:37])[c:10]3[c:11]([s:12]2)[cH:13][c:14]([NH:17][C:18](=[O:19])[CH3:20])[cH:15][cH:16]3)[cH:6][cH:7]1>>[OH:1][c:2]1[cH:3][cH:4][c:5](-[c:8]2[c:9]([C:21]([c:22]3[cH:23][cH:24][c:25]([O:28][CH2:29][CH2:30][N:31]4[CH2:32][CH2:33][CH2:34][CH2:35][CH2:36]4)[cH:26][cH:27]3)=[O:37])[c:10]3[c:11]([s:12]2)[cH:13][c:14]([NH2:17])[cH:15][cH:16]3)[cH:6][cH:7]1. The reactants are C(=O)(C(F)(F)F)O (TFA), CN1C(CC(CC1)C1=C(C=NC=C1)NC(OC(C)(C)C)=O)=O (tert-butyl N-[4-(1-methyl-2-oxo-4-piperidyl)-3-pyridyl]carbamate), CO.C(Cl)Cl (methanol DCM). The solvent is C(Cl)Cl (DCM). Reaction conditions: time 2 hour. Product: NC=1C=NC=CC1C1CC(N(CC1)C)=O (4-(3-aminopyridin-4-yl)-1-methylpiperidin-2-one). Yield: 100.5%. Reaction SMILES: C(O)(C(F)(F)F)=O.[CH3:8][N:9]1[CH2:14][CH2:13][CH:12]([C:15]2[CH:20]=[CH:19][N:18]=[CH:17][C:16]=2[NH:21]C(=O)OC(C)(C)C)[CH2:11][C:10]1=[O:29].CO.C(Cl)Cl>C(Cl)Cl>[NH2:21][C:16]1[CH:17]=[N:18][CH:19]=[CH:20][C:15]=1[CH:12]1[CH2:13][CH2:14][N:9]([CH3:8])[C:10](=[O:29])[CH2:11]1 |f:2.3|. Procedure details: TFA (0.75 mL, 9.735 mmol) was added to a solution of tert-butyl N-[4-(1-methyl-2-oxo-4-piperidyl)-3-pyridyl]carbamate (74 mg, 0.2423 mmol) in DCM (2 mL) and was stirred at ambient temperature for 2 hours. The reaction mixture was adsorbed onto a pre-wetted (methanol/DCM (1:1), 2 mL) SCX-2 cartridge (2 g) and flushed with DCM/methanol (1:1, 20 mL) and then the basic components eluted with 2 M ammonia in methanol (20 mL). The basic eluent was evaporated to dryness to afford 4-(3-aminopyridin-4-yl)... Reactants: CN(C)C=O, O=C(c1ccc(F)cc1C(F)(F)F)N1Cc2cccn2Cc2ccccc21, [H-], [Na+], c1nc[nH]n1. Product: O=C(c1ccc(-n2cncn2)cc1C(F)(F)F)N1Cc2cccn2Cc2ccccc21. As a reaction SMILES: [CH3:35][N:36]([CH3:37])[CH:38]=[O:39].[F:1][c:2]1[cH:3][c:4]([C:24]([F:25])([F:26])[F:27])[c:5]([C:8](=[O:9])[N:10]2[CH2:11][c:12]3[n:13]([cH:21][cH:22][cH:23]3)[CH2:14][c:15]3[c:16]2[cH:17][cH:18][cH:19][cH:20]3)[cH:6][cH:7]1.[H-:28].[Na+:29].[nH:30]1[n:31][cH:32][n:33][cH:34]1>>[c:2]1(-[n:30]2[n:31][cH:32][n:33][cH:34]2)[cH:3][c:4]([C:24]([F:25])([F:26])[F:27])[c:5]([C:8](=[O:9])[N:10]2[CH2:11][c:12]3[n:13]([cH:21][cH:22][cH:23]3)[CH2:14][c:15]3[c:16]2[cH:17][cH:18][cH:19][cH:20]3)[cH:6][cH:7]1.